This data is from the Open Reaction Database (ORD), a public repository of structured organic reaction records. The task is: describe an organic reaction: reactants, conditions, products, and yield RXN SMILES: [Br-:1].[CH3:2][C:3]1[N:4]=[C:5]([N:9]2[N:13]=[C:12]([C:14]3[CH:19]=[CH:18][CH:17]=[CH:16][CH:15]=3)[NH2+:11][N:10]2[C:20]2[CH:25]=[CH:24][CH:23]=[CH:22][CH:21]=2)[S:6][C:7]=1[CH3:8].N=NC=NN>C(=O)=O>[CH3:2][C:3]1[N:4]=[C:5]([N+:9]2[N:10]([C:20]3[CH:25]=[CH:24][CH:23]=[CH:22][CH:21]=3)[N:11]=[C:12]([C:14]3[CH:19]=[CH:18][CH:17]=[CH:16][CH:15]=3)[N:13]=2)[S:6][C:7]=1[CH3:8].[Br-:1] |f:0.1,4.5|. The reactants are [Br-].CC=1N=C(SC1C)N1N([NH2+]C(=N1)C1=CC=CC=C1)C1=CC=CC=C1 (3-(4,5-dimethylthiazol-2-yl)-2,5-diphenyl tetrazolium bromide), N=NC=NN (formazan), N=NC=NN (formazan). Yields the product CC1=C(SC(=N1)[N+]2=NC(=NN2C3=CC=CC=C3)C4=CC=CC=C4)C.[Br-] (Methyl Thiazole Tetrazolium). The solvent is C(=O)=O (CO2). Reported procedure: Proliferation of splenocytes was measured using the MTT assay (Hansen et al., 1989), which measures the reduction of 3-(4,5-dimethylthiazol-2-yl)-2,5-diphenyl tetrazolium bromide to formazan crystals. In this assay, the yellow MTT solution will be converted to a purple formazan product by the mitochondrial dehydrogenase of the viable cells. One-hundred microliters of splenocytes (1×107 cells/mL) were seeded in triplicates in flat-bottomed 96-well plates and cultured in the presence or absence of... Starting materials: NC1=NC(=CC=C1C(=O)C1=C(C=C(C(=C1)F)C)OC)Cl ((2-Amino-6-chloro-pyridin-3-yl)-(5-fluoro-2-methoxy-4-methyl-phenyl)-methanone), FC(C(=O)O)(F)F.CS(=O)(=O)N1CCC(CC1)N (1-methanesulfonyl-piperidin-4-ylamine; compound with trifluoro-acetic acid). The product is NC1=NC(=CC=C1C(=O)C1=C(C=C(C(=C1)F)C)OC)NC1CCN(CC1)S(=O)(=O)C ([2-Amino-6-(1-methanesulfonyl-piperidin-4-ylamino)-pyridin-3-yl]-(5-fluoro-2-methoxy-4-methyl-phenyl)-methanone). RXN SMILES: [NH2:1][C:2]1[C:7]([C:8]([C:10]2[CH:15]=[C:14]([F:16])[C:13]([CH3:17])=[CH:12][C:11]=2[O:18][CH3:19])=[O:9])=[CH:6][CH:5]=[C:4](Cl)[N:3]=1.FC(F)(F)C(O)=O.[CH3:28][S:29]([N:32]1[CH2:37][CH2:36][CH:35]([NH2:38])[CH2:34][CH2:33]1)(=[O:31])=[O:30]>>[NH2:1][C:2]1[C:7]([C:8]([C:10]2[CH:15]=[C:14]([F:16])[C:13]([CH3:17])=[CH:12][C:11]=2[O:18][CH3:19])=[O:9])=[CH:6][CH:5]=[C:4]([NH:38][CH:35]2[CH2:36][CH2:37][N:32]([S:29]([CH3:28])(=[O:31])=[O:30])[CH2:33][CH2:34]2)[N:3]=1 |f:1.2|. Procedure: The title compound was prepared from (2-Amino-6-chloro-pyridin-3-yl)-(5-fluoro-2-methoxy-4-methyl-phenyl)-methanone (Example 43) and 1-methanesulfonyl-piperidin-4-ylamine (Step A, Example 6) using the procedure described in Step B. Example 6. HRMS, observed 437.1653, Calcd for (M+H)+: 437.1654. Starting materials: ClC(=O)OC (methyl chloroformate), FC1=C(C=C(C=C1)F)NC(=O)C=1C=C(C=CC1O)C1=C(C=C(C=C1)F)F (N-(2,5-difluorophenyl)-2′,4′-difluoro-4-hydroxy-[1,1′-biphenyl]-3-carboxamide), Cl (HCl). Run in O1CCCC1.N1=CC=CC=C1 (tetrahydrofuran pyridine). Run at time 10 hour. Product: FC1=C(C=CC(=C1)F)C=1C=CC2=C(C(N(C(O2)=O)C2=C(C=CC(=C2)F)F)=O)C1 (6-(2,4-difluorophenyl)-3-(2,5-difluorophenyl)-2H-benzo[e][1,3]oxazine-2,4(3H)-dione). Yield: 15.0%. RXN SMILES: Cl[C:2]([O:4][CH3:5])=[O:3].[F:6][C:7]1[CH:12]=[CH:11][C:10]([F:13])=[CH:9][C:8]=1[NH:14][C:15]([C:17]1[CH:18]=[C:19]([C:24]2[CH:29]=[CH:28][C:27]([F:30])=[CH:26][C:25]=2[F:31])[CH:20]=[CH:21]C=1O)=[O:16].Cl>O1CCCC1.N1C=CC=CC=1>[F:31][C:25]1[CH:26]=[C:27]([F:30])[CH:28]=[CH:29][C:24]=1[C:19]1[CH:20]=[CH:21][C:5]2[O:4][C:2](=[O:3])[N:14]([C:8]3[CH:9]=[C:10]([F:13])[CH:11]=[CH:12][C:7]=3[F:6])[C:15](=[O:16])[C:17]=2[CH:18]=1 |f:3.4|. Procedure: A solution of methyl chloroformate (1.2 mL, 12 mmol) was added drop wised to a stirred solution of compound 4 (1.44 g, 4 mmol) in dry anhydrous tetrahydrofuran/pyridine (30 mL) at 0° C. The mixture was refluxed for 3 h. After 10 h stirring at room temperature, the pH value of the mixture was adjusted to pH=6 by 5% HCl(aq). The mixture was cooled to obtain crystalline compound on an ice bath for 2-3 h. After cooling, precipitated crystals were filtered off and washed with diluted HCl and water. T... The reactants are CCOC(=O)C=C(C)C=CC(F)=C(CC)c1cc2c(cc1OCC)C(C)(C)CCC2(C)C, CCO, Cl, [K+], [OH-]. Product: CCOc1cc2c(cc1C(CC)=C(F)C=CC(C)=CC(=O)O)C(C)(C)CCC2(C)C. Reaction SMILES: [CH2:1]([CH3:2])[O:3][c:4]1[c:5]([C:18](=[C:19]([CH:20]=[CH:21][C:22](=[CH:23][C:24](=[O:25])[O:26][CH2:27][CH3:28])[CH3:29])[F:30])[CH2:31][CH3:32])[cH:6][c:7]2[c:12]([cH:13]1)[C:11]([CH3:14])([CH3:15])[CH2:10][CH2:9][C:8]2([CH3:16])[CH3:17].[CH3:36][CH2:37][OH:38].[ClH:35].[K+:34].[OH-:33]>>[CH2:1]([CH3:2])[O:3][c:4]1[c:5]([C:18](=[C:19]([CH:20]=[CH:21][C:22](=[CH:23][C:24](=[O:25])[OH:26])[CH3:29])[F:30])[CH2:31][CH3:32])[cH:6][c:7]2[c:12]([cH:13]1)[C:11]([CH3:14])([CH3:15])[CH2:10][CH2:9][C:8]2([CH3:16])[CH3:17]. Reactants: Oc1ccccc1C=Nc1ccc(Br)cc1, CS(C)=O, C[S+](C)(C)=O, [H-], [I-], [Na+], O. Yields the product Brc1ccc(NC2COc3ccccc32)cc1. Reaction SMILES: [Br:9][c:10]1[cH:11][cH:12][c:13]([N:16]=[CH:17][c:18]2[c:19]([OH:24])[cH:20][cH:21][cH:22][cH:23]2)[cH:14][cH:15]1.[CH3:26][S:27]([CH3:28])=[O:29].[CH3:4][S+:5]([CH3:6])([CH3:7])=[O:8].[H-:1].[I-:3].[Na+:2].[OH2:25]>>[CH2:4]1[CH:17]([NH:16][c:13]2[cH:12][cH:11][c:10]([Br:9])[cH:15][cH:14]2)[c:18]2[c:19]([cH:20][cH:21][cH:22][cH:23]2)[O:24]1. Starting materials: O (water), C(C)OC(C1=CC(=C(C=C1)N)C(CCNC(=O)OC(C)(C)C)=NO)=O (ethyl-4-amino-3-[3'-(N-tert-butyloxycarbonylamino)-1'-hydroxyiminopropyl]benzoate), CN(C)C1=NC=CC=C1 (dimethylamino pyridine), C(C)(=O)OC(C)=O (acetic anhydride). Run in CCOCC (Ether), ClCCl (dichloromethane), CCOCC (ether). The product is C(C)OC(C1=CC(=C(C=C1)N)C(CCNC(=O)OC(C)(C)C)=NOC(C)=O)=O (Ethyl-4-amino-3-[3'-(N-tert-butyloxycarbonylamino)-1'-acetoxyiminopropyl]benzoate). Yield: 79.9%. As a reaction SMILES: [CH2:1]([O:3][C:4](=[O:25])[C:5]1[CH:10]=[CH:9][C:8]([NH2:11])=[C:7]([C:12](=[N:23][OH:24])[CH2:13][CH2:14][NH:15][C:16]([O:18][C:19]([CH3:22])([CH3:21])[CH3:20])=[O:17])[CH:6]=1)[CH3:2].CN(C1C=CC=CN=1)C.[C:35](OC(=O)C)(=[O:37])[CH3:36].O>ClCCl.CCOCC>[CH2:1]([O:3][C:4](=[O:25])[C:5]1[CH:10]=[CH:9][C:8]([NH2:11])=[C:7]([C:12](=[N:23][O:24][C:35](=[O:37])[CH3:36])[CH2:13][CH2:14][NH:15][C:16]([O:18][C:19]([CH3:20])([CH3:21])[CH3:22])=[O:17])[CH:6]=1)[CH3:2]. Procedure details: To a stirred solution of ethyl-4-amino-3-[3'-(N-tert-butyloxycarbonylamino)-1'-hydroxyiminopropyl]benzoate (4.8 g, 14 mmol) and dimethylamino pyridine (1.67 g, 14 mmol) in dichloromethane (200 ml) was added acetic anhydride (1.3 ml, 14 mmol), under an atmosphere of nitrogen. After 2 hours the solution was poured into water (200 ml) and partitioned. The organic layer was separated, washed once more with water (200 ml), then the combined organic phases dried (MgSO4). The solvent was removed in vac...